Task: describe an organic reaction: reactants, conditions, products, and yield. Dataset: the Open Reaction Database (ORD), a public repository of structured organic reaction records Starting materials: O1CC1CCCCCCCC (1,2-epoxydecane), [Na] (sodium), C(CCC)O (n-butanol), C1CO1 (ethylene oxide). Reagents/catalysts: C[O-].[Na+] (sodium methylate). Yields the product OC(COCCCC)CCCCCCCC (2-Hydroxydecyl-butyl ether). RXN SMILES: [O:1]1[CH:3]([CH2:4][CH2:5][CH2:6][CH2:7][CH2:8][CH2:9][CH2:10][CH3:11])[CH2:2]1.[Na].C1OC1.[CH2:16]([OH:20])[CH2:17][CH2:18][CH3:19]>C[O-].[Na+]>[OH:1][CH:3]([CH2:4][CH2:5][CH2:6][CH2:7][CH2:8][CH2:9][CH2:10][CH3:11])[CH2:2][O:20][CH2:16][CH2:17][CH2:18][CH3:19] |f:4.5,^1:11|. Procedure: As described in Example 1, 1 mol of 1,2-epoxydecane was caused to react with 5 times the molar quantity of n-butanol and 0.04 gm-atom of sodium. After distillation of the excess alcohol, the reaction with 10 mols of ethylene oxide was conducted in an autoclave under the conditions described in Example 1, except for the addition of the sodium methylate catalyst. The product thus obtained had a cloud point of 64°C. Starting materials: COc1ccc(OC)c(C(=O)c2ccccc2C(=O)O)c1, O=S(=O)(O)O. Yields the product COc1ccc(OC)c2c1C(=O)c1ccccc1C2=O. RXN SMILES: [CH3:1][O:2][c:3]1[c:4]([C:5](=[O:6])[c:7]2[c:8]([C:9](=[O:10])[OH:11])[cH:12][cH:13][cH:14][cH:15]2)[cH:16][c:17]([O:20][CH3:21])[cH:18][cH:19]1.[S:22](=[O:23])(=[O:24])([OH:25])[OH:26]>>[CH3:1][O:2][c:3]1[c:4]2[c:16]([c:17]([O:20][CH3:21])[cH:18][cH:19]1)[C:9](=[O:11])[c:8]1[c:7]([cH:15][cH:14][cH:13][cH:12]1)[C:5]2=[O:6]. The reactants are CC(C)(C)OC(=O)N1CCOc2c(Br)cccc2C1, O=C1CCC1, [Li]CCCC, CCCCCC, [Cl-], [NH4+], C1CCOC1. Yields the product CC(C)(C)OC(=O)N1CCOc2c(cccc2C2(O)CCC2)C1. Reaction SMILES: [Br:1][c:2]1[cH:3][cH:4][cH:5][c:6]2[c:12]1[O:11][CH2:10][CH2:9][N:8]([C:13](=[O:14])[O:15][C:16]([CH3:17])([CH3:18])[CH3:19])[CH2:7]2.[C:31]1(=[O:35])[CH2:32][CH2:33][CH2:34]1.[CH2:20]([Li:21])[CH2:22][CH2:23][CH3:24].[CH3:25][CH2:26][CH2:27][CH2:28][CH2:29][CH3:30].[Cl-:36].[NH4+:37].[O:38]1[CH2:39][CH2:40][CH2:41][CH2:42]1>>[c:2]1([C:31]2([OH:35])[CH2:32][CH2:33][CH2:34]2)[cH:3][cH:4][cH:5][c:6]2[c:12]1[O:11][CH2:10][CH2:9][N:8]([C:13](=[O:14])[O:15][C:16]([CH3:17])([CH3:18])[CH3:19])[CH2:7]2. Reactants: C(C)(=O)OC1=CC=C(C=C)C=C1 (4-acetoxystyrene), CO (methanol), COCC(C)O (1-methoxy-2-propanol), Cl (hydrochloric acid). Solvent: O (water). Run at temperature 80 celsius, time 5 hour. Product: OC1=CC=C(C=C)C=C1 (4-hydroxystyrene). The yield is 98.9%. RXN SMILES: C([O:4][C:5]1[CH:12]=[CH:11][C:8]([CH:9]=[CH2:10])=[CH:7][CH:6]=1)(=O)C.CO.COCC(O)C.Cl>O>[OH:4][C:5]1[CH:12]=[CH:11][C:8]([CH:9]=[CH2:10])=[CH:7][CH:6]=1. Procedure details: In a reaction vessel, 40.00 g of the obtained 4-acetoxystyrene polymer (with main chain terminal (M-30)), 40 ml of methanol, 100 ml of 1-methoxy-2-propanol and 1.5 ml of concentrated hydrochloric acid were added, and the mixture was stirred for 5 hours under heating at 80° C. The reaction solution was allowed to cool to room temperature and then added dropwise to 3 L of distilled water. After dissolving the solid collected by filtration in 200 ml of acetone, the solution was again added dropwise... Reactants: BrC1=C2NC=NC2=NC=N1 (6-bromopurine), NCC=1N=C2N(C(C1C1=CC(=CC=C1)F)=O)C(=CC=C2)C (2-(aminomethyl)-3-(3-fluorophenyl)-6-methyl-4H-pyrido[1,2-a]pyrimidin-4-one), CCN(C(C)C)C(C)C (DIEA). Solvent: C(CCC)O (1-butanol). Reaction conditions: temperature 110 celsius, time 18 hour. Product: N1=C2N(C(C=C1)=O)C=CC=C2 (4H-pyrido[1,2-a]pyrimidin-4-one). RXN SMILES: BrC1N=CN=C2C=1NC=N2.NC[C:13]1[N:14]=[C:15]2[CH:30]=[CH:29][CH:28]=[C:27](C)[N:16]2[C:17](=[O:26])[C:18]=1C1C=CC=C(F)C=1.CCN(C(C)C)C(C)C>C(O)CCC>[N:14]1[CH:13]=[CH:18][C:17](=[O:26])[N:16]2[CH:27]=[CH:28][CH:29]=[CH:30][C:15]=12. Procedure: A mixture of 6-bromopurine (0.02040 g, 0.1025 mmol), 2-(aminomethyl)-3-(3-fluorophenyl)-6-methyl-4H-pyrido[1,2-a]pyrimidin-4-one (0.02420 g, 0.08542 mmol), and DIEA (0.04464 mL, 0.2563 mmol) in 1-butanol (2.000 mL) was stirred at 110° C. After 18 h, the mixture was removed from the heat and concd under reduced pressure. The crude mixture was purified by revered-phase semi-prep HPLC using 20-70% gradient of CH3CN (0.1% of TFA) in water (0.1% of TFA) over 40 min as eluent. The acetonitrile was con... As a reaction SMILES: [CH3:36][S:37]([CH3:38])=[O:39].[Cl:1][c:2]1[n:3][cH:4][c:5]([C:22]([F:23])([F:24])[F:25])[c:6]([NH:8][CH2:9][c:10]2[c:11]([N:16]([S:17](=[O:18])(=[O:19])[CH3:20])[CH3:21])[n:12][cH:13][cH:14][cH:15]2)[n:7]1.[NH2:26][c:27]1[cH:28][cH:29][c:30]([CH:33]([CH3:34])[OH:35])[cH:31][cH:32]1>>[c:2]1([NH:26][c:27]2[cH:28][cH:29][c:30]([CH:33]([CH3:34])[OH:35])[cH:31][cH:32]2)[n:3][cH:4][c:5]([C:22]([F:23])([F:24])[F:25])[c:6]([NH:8][CH2:9][c:10]2[c:11]([N:16]([S:17](=[O:18])(=[O:19])[CH3:20])[CH3:21])[n:12][cH:13][cH:14][cH:15]2)[n:7]1. Yields the product CC(O)c1ccc(Nc2ncc(C(F)(F)F)c(NCc3cccnc3N(C)S(C)(=O)=O)n2)cc1. Starting materials: CS(C)=O, CN(c1ncccc1CNc1nc(Cl)ncc1C(F)(F)F)S(C)(=O)=O, CC(O)c1ccc(N)cc1.